Dataset: the Open Reaction Database (ORD), a public repository of structured organic reaction records. Task: describe an organic reaction: reactants, conditions, products, and yield Starting materials: CO, COc1ccc(-c2nc3ncccc3[nH]2)c(OCCCl)c1, Cl, Sc1ccccc1. Yields the product COc1ccc(-c2nc3ncccc3[nH]2)c(OCCSc2ccccc2)c1. Reaction SMILES: [CH3:30][OH:31].[Cl:9][CH2:10][CH2:11][O:12][c:13]1[c:14](-[c:21]2[nH:22][c:23]3[c:24]([n:25][cH:26][cH:27][cH:28]3)[n:29]2)[cH:15][cH:16][c:17]([O:19][CH3:20])[cH:18]1.[ClH:8].[SH:1][c:2]1[cH:3][cH:4][cH:5][cH:6][cH:7]1>>[S:1]([c:2]1[cH:3][cH:4][cH:5][cH:6][cH:7]1)[CH2:10][CH2:11][O:12][c:13]1[c:14](-[c:21]2[nH:22][c:23]3[c:24]([n:25][cH:26][cH:27][cH:28]3)[n:29]2)[cH:15][cH:16][c:17]([O:19][CH3:20])[cH:18]1. The reactants are C(C)(C)N(C(CBr)=O)C1=C(C=CC=C1)OC (N-Isopropyl-N-(2-methoxy-phenyl) bromoacetamide), C1(=CC=CC=C1)NC1=C(C=CC=C1)N (N-phenyl phenylenediamine), C([O-])([O-])=O.[K+].[K+] (potassium carbonate). Solvent: CN(C)C=O (DMF). Reaction conditions: time 48 hour. Product: C(C)(C)N(C(CNC1=C(C=CC=C1)NC1=CC=CC=C1)=O)C1=C(C=CC=C1)OC (N-Isopropyl-N-(2-methoxy-phenyl)-2-(2-phenylamino-phenylamino) acetamide). Reaction SMILES: [CH:1]([N:4]([C:9]1[CH:14]=[CH:13][CH:12]=[CH:11][C:10]=1[O:15][CH3:16])[C:5](=[O:8])[CH2:6]Br)([CH3:3])[CH3:2].[C:17]1([NH:23][C:24]2[CH:29]=[CH:28][CH:27]=[CH:26][C:25]=2[NH2:30])[CH:22]=[CH:21][CH:20]=[CH:19][CH:18]=1.C(=O)([O-])[O-].[K+].[K+]>CN(C=O)C>[CH:1]([N:4]([C:9]1[CH:14]=[CH:13][CH:12]=[CH:11][C:10]=1[O:15][CH3:16])[C:5](=[O:8])[CH2:6][NH:30][C:25]1[CH:26]=[CH:27][CH:28]=[CH:29][C:24]=1[NH:23][C:17]1[CH:18]=[CH:19][CH:20]=[CH:21][CH:22]=1)([CH3:3])[CH3:2] |f:2.3.4|. Procedure: A mixture of N-Isopropyl-N-(2-methoxy-phenyl) bromoacetamide, prepared as in Part B, (10.0 g 34.9 mmol), N-phenyl phenylenediamine (6.41 g, 34.9 mmol) and potassium carbonate (4.82 g) in DMF (100 mL) is stirred at RT for 48 h. The reaction mixture is filtered through celite and the filtrate concentrated in vacuo. Purification by silica gel flash column chromatography using 20% ethyl acetate in hexane as eluent gave N-Isopropyl-N-(2-methoxy-phenyl)-2-(2-phenylamino-phenylamino) acetamideas a ligh... The reactants are CC(=O)O[BH-](OC(C)=O)OC(C)=O, CN(C)c1ccccc1C=O, CCN(C(C)C)C(C)C, ClCCl, Cl, Cl, COC(=O)C=Cc1cnc(NC2CCNC2)cn1, [Na+], [Na+], O=C([O-])O. Yields the product COC(=O)C=Cc1cnc(NC2CCN(Cc3ccccc3N(C)C)C2)cn1. RXN SMILES: [C:41]([O:42][BH-:43]([O:44][C:45](=[O:46])[CH3:47])[O:48][C:49](=[O:50])[CH3:51])(=[O:52])[CH3:53].[CH3:30][N:31]([c:32]1[c:33]([CH:34]=[O:35])[cH:36][cH:37][cH:38][cH:39]1)[CH3:40].[CH:21]([N:22]([CH2:23][CH3:24])[CH:25]([CH3:26])[CH3:27])([CH3:28])[CH3:29].[Cl:60][CH2:61][Cl:62].[ClH:1].[ClH:2].[NH:3]1[CH2:4][CH:5]([NH:8][c:9]2[n:10][cH:11][c:12]([CH:15]=[CH:16][C:17](=[O:18])[O:19][CH3:20])[n:13][cH:14]2)[CH2:6][CH2:7]1.[Na+:54].[Na+:59].[O-:55][C:56]([OH:57])=[O:58]>>[N:3]1([CH2:34][c:33]2[c:32]([N:31]([CH3:30])[CH3:40])[cH:39][cH:38][cH:37][cH:36]2)[CH2:4][CH:5]([NH:8][c:9]2[n:10][cH:11][c:12]([CH:15]=[CH:16][C:17](=[O:18])[O:19][CH3:20])[n:13][cH:14]2)[CH2:6][CH2:7]1. Reactants: [OH-].[K+] (potassium hydroxide), 4h, C(#N)C1(CC=C(CC1)C(=O)OC)C1=CC(=C(C=C1)OC)OC1CCCC1 (methyl 4-cyano-4-(3-cyclopentyloxy-4-methoxyphenyl)cyclohex-1-ene-1-carboxylate), O1CCCC1 (tetrahydrofuran), ester. The solvent is O (water), O (water), CO (methanol). Product: C(#N)C1(CC=C(CC1)C(=O)O)C1=CC(=C(C=C1)OC)OC1CCCC1 (4-Cyano-4-(3-Cyclopentyloxy-4-Methoxyphenyl)Cyclohex-1-ene-1-Carboxylic Acid). As a reaction SMILES: [C:1]([C:3]1([C:13]2[CH:18]=[CH:17][C:16]([O:19][CH3:20])=[C:15]([O:21][CH:22]3[CH2:26][CH2:25][CH2:24][CH2:23]3)[CH:14]=2)[CH2:8][CH2:7][C:6]([C:9]([O:11]C)=[O:10])=[CH:5][CH2:4]1)#[N:2].O1CCCC1.[OH-].[K+]>CO.O>[C:1]([C:3]1([C:13]2[CH:18]=[CH:17][C:16]([O:19][CH3:20])=[C:15]([O:21][CH:22]3[CH2:26][CH2:25][CH2:24][CH2:23]3)[CH:14]=2)[CH2:8][CH2:7][C:6]([C:9]([OH:11])=[O:10])=[CH:5][CH2:4]1)#[N:2] |f:2.3|. Reported procedure: To a solution of methyl 4-cyano-4-(3-cyclopentyloxy-4-methoxyphenyl)cyclohex-1-ene-1-carboxylate (0.07 g, 0.18 mmol) in methanol (0.5 mL, containing just enough tetrahydrofuran to solubilize the ester) under an argon atmosphere was added a solution of potassium hydroxide (0.03 g, 0.55 mmol) in water (0.4 mL). The resulting mixture was stirred at room temperature for 4h, then poured into water and extracted with ethyl acetate. The aqueous phase was acidified with 3N hydrochloric acid and extracte... Starting materials: [BH4-], C1CCOC1, [Li]CCCC, CC(=O)O, Cl, Cc1cc(F)cc(F)c1, [Na+], CN(C)C=O. The product is Cc1cc(F)c(CO)c(F)c1. Reaction SMILES: [BH4-:24].[CH2:27]1[O:28][CH2:29][CH2:30][CH2:31]1.[CH3:10][CH2:11][CH2:12][CH2:13][Li:14].[CH3:20][C:21](=[O:22])[OH:23].[ClH:26].[F:1][c:2]1[cH:3][c:4]([F:9])[cH:5][c:6]([CH3:8])[cH:7]1.[Na+:25].[O:15]=[CH:16][N:17]([CH3:18])[CH3:19]>>[F:1][c:2]1[c:3]([CH2:16][OH:15])[c:4]([F:9])[cH:5][c:6]([CH3:8])[cH:7]1. Reactants: C(C)NCC(C)N1C2=CC=CC=C2SC=2C=CC(=CC12)C#N (10-[(2RS)-1-ethylamino-2-propyl]-2-phenothiazinecarbonitrile), IC(C)C (2-iodopropane), C([O-])([O-])=O.[Na+].[Na+] (sodium carbonate). The solvent is CN(C=O)C (dimethylformamide). Conditions: temperature 150 celsius. Yields the product C(C)N(C(C)C)CC(C)N1C2=CC=CC=C2SC=2C=CC(=CC12)C#N (10-{(2RS)-1-[N-Ethyl-N-(1-methylethyl)amino]-2-propyl}-2-phenothiazinecarbonitrile). As a reaction SMILES: [CH2:1]([NH:3][CH2:4][CH:5]([N:7]1[C:20]2[CH:19]=[C:18]([C:21]#[N:22])[CH:17]=[CH:16][C:15]=2[S:14][C:13]2[C:8]1=[CH:9][CH:10]=[CH:11][CH:12]=2)[CH3:6])[CH3:2].I[CH:24]([CH3:26])[CH3:25].C(=O)([O-])[O-].[Na+].[Na+]>CN(C)C=O>[CH2:1]([N:3]([CH2:4][CH:5]([N:7]1[C:20]2[CH:19]=[C:18]([C:21]#[N:22])[CH:17]=[CH:16][C:15]=2[S:14][C:13]2[C:8]1=[CH:9][CH:10]=[CH:11][CH:12]=2)[CH3:6])[CH:24]([CH3:26])[CH3:25])[CH3:2] |f:2.3.4|. Procedure details: A suspension of 10-[(2RS)-1-ethylamino-2-propyl]-2-phenothiazinecarbonitrile (4.5 g), 2-iodopropane (7.2 cc) and sodium carbonate (4.6 g) in dry dimethylformamide (60 cc) is heated for 34 hours at a temperature in the region of 150° C. After cooling, the mixture is concentrated to dryness under reduced pressure (5 mm Hg; 0.68 kPa) at 40° C. The residue is taken up with ethyl acetate (200 cc), washed with distilled water (3×100 cc), dried over magnesium sulphate, filtered and concentrated to dryn... The reactants are BrBr (bromine), C([O-])(O)=O.[Na+] (sodium bicarbonate), CNS(=O)(=O)CC1=CC=C(NC(C(F)(F)F)=O)C=C1 (4-methylaminosulfonylmethyl-N-trifluoroacetylaniline). Run in C(Cl)Cl (methylene chloride), CO (methanol), C(Cl)Cl (methylene chloride). The product is BrC1=C(NC(C(F)(F)F)=O)C=CC(=C1)CS(=O)(=O)NC (2-Bromo-4-methylaminosulfonylmethyl-N-trifluoroacetylaniline). The yield is 29.7%. As a reaction SMILES: [CH3:1][NH:2][S:3]([CH2:6][C:7]1[CH:19]=[CH:18][C:10]([NH:11][C:12](=[O:17])[C:13]([F:16])([F:15])[F:14])=[CH:9][CH:8]=1)(=[O:5])=[O:4].C(=O)(O)[O-].[Na+].[Br:25]Br>CO.C(Cl)Cl>[Br:25][C:9]1[CH:8]=[C:7]([CH2:6][S:3]([NH:2][CH3:1])(=[O:5])=[O:4])[CH:19]=[CH:18][C:10]=1[NH:11][C:12](=[O:17])[C:13]([F:16])([F:15])[F:14] |f:1.2|. Reported procedure: To a chilled suspension of 4-methylaminosulfonylmethyl-N-trifluoroacetylaniline (10.9 g) in methanol (100 mL) was added sodium bicarbonate (28 g), followed by bromine (18.3 g) in methylene chloride (30 mL). The reaction mixture was then diluted with methylene chloride (70 mL) and quenched by the addition of sodium sulfite (20 g), filtered through CELITE and concentrated in vacuo to a yellow residual solid. This solid was twice reslurried in methylene chloride (300 mL) then refiltered and the fil... Reactants: CC(=O)OCc1ccc(C(=O)C(C)(C)C)cc1, CC(=O)OCc1ccc(C(=O)C(C)(C)C)cc1Cl. Yields the product CC(C)(C)C(=O)c1ccc(CO)c(Cl)c1. As a reaction SMILES: [C:19]([O:20][CH2:21][c:22]1[cH:23][cH:24][c:25]([C:26](=[O:27])[C:28]([CH3:29])([CH3:30])[CH3:31])[cH:32][cH:33]1)(=[O:34])[CH3:35].[C:1](=[O:2])([CH3:3])[O:4][CH2:5][c:6]1[c:7]([Cl:18])[cH:8][c:9]([C:12]([C:13]([CH3:14])([CH3:15])[CH3:16])=[O:17])[cH:10][cH:11]1>>[OH:4][CH2:5][c:6]1[c:7]([Cl:18])[cH:8][c:9]([C:12]([C:13]([CH3:14])([CH3:15])[CH3:16])=[O:17])[cH:10][cH:11]1. Starting materials: C(C1=CC=CC=C1)C1=NC(=NC(=C1)C)NC1CCN(CC1)C#N (4-(4-benzyl-6-methyl-pyrimidin-2-ylamino)-piperidine-1-carbonitrile), C(C)(N)=NO (acetamidoxime). Reagents/catalysts: [Cl-].[Zn+2].[Cl-] (zinc chloride). Solvent: CCOC(=O)C (EtOAc), C1CCOC1 (THF), CCOC(=O)C (EtOAc), O (water). Conditions: time 4 hour. Yields the product C(C1=CC=CC=C1)C1=NC(=NC(=C1)C)NC1CCN(CC1)C1=NC(=NO1)C ((4-Benzyl-6-methyl-pyrimidin-2-yl)-[1-(3-methyl-[1,2,4]oxadiazol-5-yl)-piperidin-4-yl]-amine), gum. Isolated yield 61.0%. As a reaction SMILES: [CH2:1]([C:8]1[CH:13]=[C:12]([CH3:14])[N:11]=[C:10]([NH:15][CH:16]2[CH2:21][CH2:20][N:19]([C:22]#[N:23])[CH2:18][CH2:17]2)[N:9]=1)[C:2]1[CH:7]=[CH:6][CH:5]=[CH:4][CH:3]=1.[C:24](=[N:27][OH:28])(N)[CH3:25]>CCOC(C)=O.C1COCC1.O.[Cl-].[Zn+2].[Cl-]>[CH2:1]([C:8]1[CH:13]=[C:12]([CH3:14])[N:11]=[C:10]([NH:15][CH:16]2[CH2:21][CH2:20][N:19]([C:22]3[O:28][N:27]=[C:24]([CH3:25])[N:23]=3)[CH2:18][CH2:17]2)[N:9]=1)[C:2]1[CH:3]=[CH:4][CH:5]=[CH:6][CH:7]=1 |f:5.6.7|. Procedure: To a solution of 4-(4-benzyl-6-methyl-pyrimidin-2-ylamino)-piperidine-1-carbonitrile (135 mg, 0.44 mmol) and acetamidoxime (39 mg, 0.53 mmol) in EtOAc (1 mL) and THF (1 mL) was added within 10 minutes a solution of zinc chloride (73 mg, 0.53 mmol) in EtOAc (1 mL). After stirring at room temperature for 4 hours the reaction was heated to reflux over night under nitrogen. The reaction was diluted with water and extracted twice with ethyl acetate. The combined organic layers were washed with satura...